From a dataset of the Open Reaction Database (ORD), a public repository of structured organic reaction records. describe an organic reaction: reactants, conditions, products, and yield Reactants: NC1CCN(CC1)C(=O)OC(C)(C)C (tert-butyl 4-aminopiperidine-1-carboxylate), C[Al](C)C (trimethylaluminum), BrC1=CC(=C(O[C@@H]2C(OCC2)=O)C=C1C)F ((S)-3-(4-bromo-2-fluoro-5-methylphenoxy)dihydrofuran-2(3H)-one). Run in C(Cl)Cl (CH2Cl2), C(Cl)Cl (CH2Cl2). Conditions: time 15 minute. Product: BrC1=CC(=C(O[C@H](C(=O)NC2CCN(CC2)C(=O)OC(C)(C)C)CCO)C=C1C)F ((S)-tert-butyl 4-(2-(4-bromo-2-fluoro-5-methylphenoxy)-4-hydroxybutanamido)piperidine-1-carboxylate). Yield: 65.0%. As a reaction SMILES: [NH2:1][CH:2]1[CH2:7][CH2:6][N:5]([C:8]([O:10][C:11]([CH3:14])([CH3:13])[CH3:12])=[O:9])[CH2:4][CH2:3]1.C[Al](C)C.[Br:19][C:20]1[C:32]([CH3:33])=[CH:31][C:23]([O:24][C@H:25]2[CH2:29][CH2:28][O:27][C:26]2=[O:30])=[C:22]([F:34])[CH:21]=1>C(Cl)Cl>[Br:19][C:20]1[C:32]([CH3:33])=[CH:31][C:23]([O:24][C@@H:25]([CH2:29][CH2:28][OH:27])[C:26]([NH:1][CH:2]2[CH2:3][CH2:4][N:5]([C:8]([O:10][C:11]([CH3:14])([CH3:13])[CH3:12])=[O:9])[CH2:6][CH2:7]2)=[O:30])=[C:22]([F:34])[CH:21]=1. Reported procedure: To a stirred solution of tert-butyl 4-aminopiperidine-1-carboxylate (2.4 g, 12 mmol) in CH2Cl2 (30 mL) was added trimethylaluminum (6.0 mL, 12 mmol) dropwise. The resulting mixture was stirred for 15 minutes, then (S)-3-(4-bromo-2-fluoro-5-methylphenoxy)dihydrofuran-2(3H)-one (2.9 g, 10 mmol) in CH2Cl2 (30 mL) was added slowly and stirred at ambient temperature for 1 hour. The reaction was slowly quenched with 5% tartaric acid, neutralized with aqueous NaHCO3 and filtered through celite. The fil... Starting materials: CN(C)C=O, Cc1cc[nH]n1, O=C(c1ccc(Cl)nc1Cl)N1Cc2cccn2Cc2ccccc21, [H-], [H][H], [Na+]. Yields the product Cc1ccn(-c2ccc(C(=O)N3Cc4cccn4Cc4ccccc43)c(Cl)n2)n1. As a reaction SMILES: [CH3:35][N:36]([CH3:37])[CH:38]=[O:39].[CH3:3][c:4]1[n:5][nH:6][cH:7][cH:8]1.[Cl:11][c:12]1[n:13][c:14]([Cl:34])[cH:15][cH:16][c:17]1[C:18](=[O:19])[N:20]1[CH2:21][c:22]2[n:23]([cH:31][cH:32][cH:33]2)[CH2:24][c:25]2[c:26]1[cH:27][cH:28][cH:29][cH:30]2.[H-:1].[H:9][H:10].[Na+:2]>>[CH3:3][c:4]1[n:5][n:6](-[c:14]2[n:13][c:12]([Cl:11])[c:17]([C:18](=[O:19])[N:20]3[CH2:21][c:22]4[n:23]([cH:31][cH:32][cH:33]4)[CH2:24][c:25]4[c:26]3[cH:27][cH:28][cH:29][cH:30]4)[cH:16][cH:15]2)[cH:7][cH:8]1. The reactants are ClC1=CC=C(C=C1)C1=NOC2(C1CCCC(C2)C(=O)OC)N2CCCC2 (methyl 3-(4-chlorophenyl)-3a,5,6,7,8,8a-hexahydro-8a-pyrrolidino-4H-cyclohept[d]isoxazole-7-carboxylate), O (water). The solvent is S(O)(O)(=O)=O (sulfuric acid), C(C)(=O)O (acetic acid). Yields the product ClC1=CC=C(C=C1)C1=NOC2=C1CCCC(C2)C(=O)O (3-(4-chlorophenyl)-5,6,7,8-tetrahydro-4H-cyclohept[d]isoxazole-7-carboxylic acid). As a reaction SMILES: [Cl:1][C:2]1[CH:7]=[CH:6][C:5]([C:8]2[CH:12]3[CH2:13][CH2:14][CH2:15][CH:16]([C:18]([O:20]C)=[O:19])[CH2:17][C:11]3(N3CCCC3)[O:10][N:9]=2)=[CH:4][CH:3]=1.O>S(=O)(=O)(O)O.C(O)(=O)C>[Cl:1][C:2]1[CH:3]=[CH:4][C:5]([C:8]2[C:12]3[CH2:13][CH2:14][CH2:15][CH:16]([C:18]([OH:20])=[O:19])[CH2:17][C:11]=3[O:10][N:9]=2)=[CH:6][CH:7]=1. Reported procedure: 5 g of methyl 3-(4-chlorophenyl)-3a,5,6,7,8,8a-hexahydro-8a-pyrrolidino-4H-cyclohept[d]isoxazole-7-carboxylate in 5 ml of concentrated sulfuric acid, 5 ml of acetic acid and ml of water were heated at 120° C. for 5 hours. The separated product was filtered off, washed with water and dried in vacuo to give 3.1 of 3-(4-chlorophenyl)-5,6,7,8-tetrahydro-4H-cyclohept[d]isoxazole-7-carboxylic acid of melting point 215°-217° C. The reactants are C(#C)C1=NC=CC=C1 (2-ethynylpyridine), [N+](=[N-])=CC(=O)OCC (ethyl diazoacetate). Run in C1(=CC=CC=C1)C (toluene). Run at temperature 85 celsius, time 36 hour. Yields the product C(C)OC(=O)C1=NNC(=C1)C1=NC=CC=C1 (5-(2-pyridinyl)pyrazole-3-carboxylic acid ethyl ester). Isolated yield 45.2%. RXN SMILES: [C:1]([C:3]1[CH:8]=[CH:7][CH:6]=[CH:5][N:4]=1)#[CH:2].[N+:9](=[CH:11][C:12]([O:14][CH2:15][CH3:16])=[O:13])=[N-:10]>C1(C)C=CC=CC=1>[CH2:15]([O:14][C:12]([C:11]1[CH:2]=[C:1]([C:3]2[CH:8]=[CH:7][CH:6]=[CH:5][N:4]=2)[NH:10][N:9]=1)=[O:13])[CH3:16]. Procedure details: A mixture of 2-ethynylpyridine (10.3 g), ethyl diazoacetate (11.6 g), and toluene (100 ml) was stirred at 85° C. for 36 hours. The resulting mixture was rotavaped and the residue recrystallized with ethanol (50ml) to afford 9.81 g of 5-(2-pyridinyl)pyrazole-3-carboxylic acid ethyl ester as tan crystallines, mp 103°-105° C. NMR: 1.43 (t, 3H), 4.40 (q, 2H), 7.32 (s, 1H, 4-pyrazolyl H), 7.30, 7.78, 8.66 (3 m, 4H, pyridinyl H's). Reactants: [N+](=O)([O-])C=1C=C(C=CC1)S(=O)(=O)OC[C@]1(OC1)C ([(2S)-2-methyloxiran-2-yl]methyl 3-nitro-1-benzenesulfonate), C(=O)([O-])[O-].[K+].[K+] (K2CO3), C(#N)C1=CC=C(C=C1)O (p-cyanophenol). Solvent: CC#N (MeCN). As a reaction SMILES: [N+](C1C=C(S([O:13][CH2:14][C@:15]2([CH3:18])[CH2:17][O:16]2)(=O)=O)C=CC=1)([O-])=O.C([O-])([O-])=O.[K+].[K+].[C:25]([C:27]1[CH:32]=[CH:31][C:30](O)=[CH:29][CH:28]=1)#[N:26]>CC#N>[CH3:18][C@@:15]1([CH2:14][O:13][C:30]2[CH:31]=[CH:32][C:27]([C:25]#[N:26])=[CH:28][CH:29]=2)[CH2:17][O:16]1 |f:1.2.3|. Procedure: A suspension of [(2S)-2-methyloxiran-2-yl]methyl 3-nitro-1-benzenesulfonate (37.7 g; 138 mmol; from step (a) above), K2CO3 (28 g) and p-cyanophenol (23.8 g; 200 mmol) in MeCN (300 mL) was refluxed for 20 h. The reaction mixture was ffiltered and the filtrate concentrated under reduced pressure, dissolved in ether and washed with 2M NaOH and then brine. The organic layer was concentrated and subjected to column chromatography (petroleum ether:EtOAc; 3:1) to give the sub-title compound. The product is C[C@@]1(OC1)COC1=CC=C(C#N)C=C1 (4-{[(2S)-Methyloxiran-2-yl]methoxy}benzonitrile).